From a dataset of the Open Reaction Database (ORD), a public repository of structured organic reaction records. describe an organic reaction: reactants, conditions, products, and yield Starting materials: O=C1CCC(=O)N1Br, CN(C)C=O, CN1Cc2cncn2-c2ccc(F)cc2C1=O, O. The product is CN1Cc2c(Br)ncn2-c2ccc(F)cc2C1=O. Reaction SMILES: [Br:1][N:2]1[C:3](=[O:4])[CH2:5][CH2:6][C:7]1=[O:8].[CH3:27][N:28]([CH3:29])[CH:30]=[O:31].[F:9][c:10]1[cH:11][cH:12][c:13]2[c:14]([cH:25]1)[C:15](=[O:24])[N:16]([CH3:23])[CH2:17][c:18]1[n:19]-2[cH:20][n:21][cH:22]1.[OH2:26]>>[Br:1][c:22]1[c:18]2[n:19]([cH:20][n:21]1)-[c:13]1[cH:12][cH:11][c:10]([F:9])[cH:25][c:14]1[C:15](=[O:24])[N:16]([CH3:23])[CH2:17]2. The reactants are C1CCOC1, Cl, [N-]=[N+]=NC(N)c1ccc(Br)cc1F. Yields the product CC(N)c1ccc(Br)cc1F. RXN SMILES: [CH2:15]1[O:16][CH2:17][CH2:18][CH2:19]1.[ClH:14].[N:1](=[N+:2]=[N-:3])[CH:4]([c:5]1[c:6]([F:12])[cH:7][c:8]([Br:11])[cH:9][cH:10]1)[NH2:13]>>[CH:4]([c:5]1[c:6]([F:12])[cH:7][c:8]([Br:11])[cH:9][cH:10]1)([NH2:13])[CH3:15].